Dataset: the Open Reaction Database (ORD), a public repository of structured organic reaction records. Task: describe an organic reaction: reactants, conditions, products, and yield Run in O1CCCC1 (tetrahydrofuran). Procedure details: 4-(Methanesulfonyloxy)pyrrolidine-1,2-dicarboxylic acid 1-tert-butyl ester 2-methyl ester (1.972 g) was dissolved in tetrahydrofuran (40 ml), and lithium borohydride (300 mg) was added thereto. The reaction mixture was stirred at room temperature overnight, additional lithium borohydride (1000 mg) was added, and the mixture was stirred at room temperature for 2 hours. 1 N Hydrochloric acid was added to the reaction solution, and then was extracted with ethyl acetate. The organic layer was dried ... The reactants are Cl (Hydrochloric acid), COC(=O)C1N(CC(C1)OS(=O)(=O)C)C(=O)OC(C)(C)C (4-(Methanesulfonyloxy)pyrrolidine-1,2-dicarboxylic acid 1-tert-butyl ester 2-methyl ester), [BH4-].[Li+] (lithium borohydride), [BH4-].[Li+] (lithium borohydride). Run at time 8 hour. The yield is 95.2%. Reaction SMILES: C[O:2][C:3]([CH:5]1[CH2:9][CH:8]([O:10][S:11]([CH3:14])(=[O:13])=[O:12])[CH2:7][N:6]1[C:15]([O:17][C:18]([CH3:21])([CH3:20])[CH3:19])=[O:16])=O.[BH4-].[Li+].Cl>O1CCCC1>[C:18]([O:17][C:15]([N:6]1[CH2:7][CH:8]([O:10][S:11]([CH3:14])(=[O:12])=[O:13])[CH2:9][CH:5]1[CH2:3][OH:2])=[O:16])([CH3:21])([CH3:20])[CH3:19] |f:1.2|. Yields the product C(C)(C)(C)OC(=O)N1C(CC(C1)OS(=O)(=O)C)CO (2-(Hydroxymethyl)-4-(methanesulfonyloxy)pyrrolidine-1-carboxylic acid tert-butyl ester).